From a dataset of the Open Reaction Database (ORD), a public repository of structured organic reaction records. describe an organic reaction: reactants, conditions, products, and yield As a reaction SMILES: Cl[C:2]1[N:11]=[CH:10][CH:9]=[C:8]2[C:3]=1[C:4]1[CH:16]=[C:15]([F:17])[CH:14]=[CH:13][C:5]=1[N:6]=[C:7]2Cl.[CH:18]1([NH2:21])[CH2:20][CH2:19]1.Cl.C(=O)([O-])[OH:24].[Na+]>CC(N(C)C)=O.C1COCC1.C(OCC)(=O)C>[CH:18]1([NH:21][C:7]2[C:8]3[CH:9]=[CH:10][NH:11][C:2](=[O:24])[C:3]=3[C:4]3[CH:16]=[C:15]([F:17])[CH:14]=[CH:13][C:5]=3[N:6]=2)[CH2:20][CH2:19]1 |f:3.4|. Starting materials: ClC1=C2C3=C(N=C(C2=CC=N1)Cl)C=CC(=C3)F (1,5-dichloro-9-fluorobenzo[c]-2,6-naphthyridine), C1(CC1)N (cyclopropylamine), C(O)([O-])=O.[Na+] (sodium hydrogen carbonate), Cl (hydrochloric acid). Solvent: CC(=O)N(C)C (DMA), C(C)(=O)OCC (ethyl acetate), C1CCOC1 (THF). Product: C1(CC1)NC1=NC2=C(C=3C(NC=CC13)=O)C=C(C=C2)F (5-(Cyclopropylamino)-9-fluorobenzo[c]-2,6-naphthyridin-1(2H)-one). Procedure details: To a solution of 1,5-dichloro-9-fluorobenzo[c]-2,6-naphthyridine (40 mg, 0.15 mmol) in DMA (1.5 mL) was added cyclopropylamine (42.2 μl, 0.60 mmol) and the solution was heated to 100° C. for 30 min. The reaction mixture was cooled to room temperature and added to ethyl acetate (50 mL). The organic layer was washed with aqueous sodium hydrogen carbonate (saturated, 50 mL) and brine (50 mL). The combined organic extracts were dried over sodium sulfate and concentrated under reduced pressure to aff... Run at temperature 100 celsius. Reactants: FC(C=1C=C(OC(C)(C)C2(OCC(O2)CN2CCCCC2)C)C=CC1)(F)F (2-[2-(3-trifluoromethylphenoxy)-prop-2-yl]-2-methyl-4-(piperidin-1-yl-methyl)-1,3-dioxolane), S1(=O)(=O)NC(=O)C2=CC=CC=C12 (saccharine). The solvent is C(C)O (ethanol). Yields the product S1(=O)(=O)NC(=O)C2=CC=CC=C12.FC(C=1C=C(OC(C)(C)C2(OCC(O2)CN2CCCCC2)C)C=CC1)(F)F (2-[2-(3-trifluoromethyl-phenoxy)-prop-2-yl]-2-methyl-4-(piperidin-1-yl-methyl)-1,3-dioxolane saccharine salt). Isolated yield 102.2%. Reaction SMILES: [F:1][C:2]([F:27])([F:26])[C:3]1[CH:4]=[C:5]([CH:23]=[CH:24][CH:25]=1)[O:6][C:7]([C:10]1([CH3:22])[O:14][CH:13]([CH2:15][N:16]2[CH2:21][CH2:20][CH2:19][CH2:18][CH2:17]2)[CH2:12][O:11]1)([CH3:9])[CH3:8].[S:28]1([C:39]2[C:34](=[CH:35][CH:36]=[CH:37][CH:38]=2)[C:32](=[O:33])[NH:31]1)(=[O:30])=[O:29]>C(O)C>[S:28]1([C:39]2[C:34](=[CH:35][CH:36]=[CH:37][CH:38]=2)[C:32](=[O:33])[NH:31]1)(=[O:29])=[O:30].[F:26][C:2]([F:1])([F:27])[C:3]1[CH:4]=[C:5]([CH:23]=[CH:24][CH:25]=1)[O:6][C:7]([C:10]1([CH3:22])[O:14][CH:13]([CH2:15][N:16]2[CH2:21][CH2:20][CH2:19][CH2:18][CH2:17]2)[CH2:12][O:11]1)([CH3:9])[CH3:8] |f:3.4|. Reported procedure: 4.85 g (0.012 mol) of 2-[2-(3-trifluoromethylphenoxy)-prop-2-yl]-2-methyl-4-(piperidin-1-yl-methyl)-1,3-dioxolane are dissolved in 50 ml of ethanol together with 2.17 g (0.012 mol) of saccharine. The clear solution is evaporated in vacuo and the residue is dried under a high vacuum. 7 g (100% of theory) of 2-[2-(3-trifluoromethyl-phenoxy)-prop-2-yl]-2-methyl-4-(piperidin-1-yl-methyl)-1,3-dioxolane saccharine salt are obtained as an amorphous compound. The reactants are C(C1=CC=CC=C1)OC1=C(C(=O)OC)C=C(C(=C1)OCC1=CC=CC=C1)C(=C)C (methyl 2,4-bis-benzyloxy-5-isopropenylbenzoate), CO (Methanol). Reagents/catalysts: [Pd] (Palladium on carbon). Solvent: C(C)O (ethanol). Run at time 1 hour. The product is OC1=C(C(=O)OC)C=C(C(=C1)O)C(C)C (methyl 2,4-dihydroxy-5-isopropylbenzoate). The yield is 99.9%. As a reaction SMILES: C([O:8][C:9]1[CH:18]=[C:17]([O:19]CC2C=CC=CC=2)[C:16]([C:27]([CH3:29])=[CH2:28])=[CH:15][C:10]=1[C:11]([O:13][CH3:14])=[O:12])C1C=CC=CC=1.CO>[Pd].C(O)C>[OH:8][C:9]1[CH:18]=[C:17]([OH:19])[C:16]([CH:27]([CH3:29])[CH3:28])=[CH:15][C:10]=1[C:11]([O:13][CH3:14])=[O:12]. Procedure details: 10% Palladium on carbon (350 mg) was added to a suspension of methyl 2,4-bis-benzyloxy-5-isopropenylbenzoate [prepared as per WO 2006/109085 A1] (3.88 g, 10.0 mmol) in ethanol (30 ml) and the mixture was stirred at room temperature under a hydrogen atmosphere for 1 hour. Methanol (20 ml) was added to aid dissolution and the mixture was stirred at room temperature under a hydrogen atmosphere for 16 hours. The mixture was filtered, the catalyst was rinsed with methanol (3×20 ml) and the combined f... Starting materials: [N+](=O)([O-])C=1C=NC2=CC=C(C=C2C1O)C1=CC=CC=C1 (3-Nitro-6-phenyl-quinolin-4-ol), O=P(Cl)(Cl)Cl (POCl3). Product: ClC1=C(C=NC2=CC=C(C=C12)C1=CC=CC=C1)[N+](=O)[O-] (4-Chloro-3-nitro-6-phenyl-quinoline). As a reaction SMILES: [N+:1]([C:4]1[CH:5]=[N:6][C:7]2[C:12]([C:13]=1O)=[CH:11][C:10]([C:15]1[CH:20]=[CH:19][CH:18]=[CH:17][CH:16]=1)=[CH:9][CH:8]=2)([O-:3])=[O:2].O=P(Cl)(Cl)[Cl:23]>>[Cl:23][C:13]1[C:12]2[C:7](=[CH:8][CH:9]=[C:10]([C:15]3[CH:20]=[CH:19][CH:18]=[CH:17][CH:16]=3)[CH:11]=2)[N:6]=[CH:5][C:4]=1[N+:1]([O-:3])=[O:2]. Procedure: The title compound is prepared in analogy to Example 19e, starting from 900 mg (3.38 mmol) 3-nitro-6-phenyl-quinolin-4-ol (Example 53c) in 10 ml POCl3. The compound is crystallized from ethylacetate-hexane. mp: 144-145° C.; MS: 284 (M++1); HPLC: tret=140.51 min (Grad 1). Starting materials: CCCCI, CN(C)C=O, [H-], [Na+], COC(=O)c1cc2cc(OC)c(OC)cc2c(-c2cc[nH]c(=O)c2)c1C(=O)OC. The product is CCCCn1ccc(-c2c(C(=O)OC)c(C(=O)OC)cc3cc(OC)c(OC)cc23)cc1=O. Reaction SMILES: [CH2:32]([CH2:33][CH2:34][CH3:35])[I:36].[CH3:37][N:38]([CH3:39])[CH:40]=[O:41].[H-:30].[Na+:31].[nH:1]1[c:2](=[O:29])[cH:3][c:4](-[c:7]2[c:8]([C:25](=[O:26])[O:27][CH3:28])[c:9]([C:21](=[O:22])[O:23][CH3:24])[cH:10][c:11]3[cH:12][c:13]([O:19][CH3:20])[c:14]([O:17][CH3:18])[cH:15][c:16]23)[cH:5][cH:6]1>>[n:1]1([CH2:32][CH2:33][CH2:34][CH3:35])[c:2](=[O:29])[cH:3][c:4](-[c:7]2[c:8]([C:25](=[O:26])[O:27][CH3:28])[c:9]([C:21](=[O:22])[O:23][CH3:24])[cH:10][c:11]3[cH:12][c:13]([O:19][CH3:20])[c:14]([O:17][CH3:18])[cH:15][c:16]23)[cH:5][cH:6]1. Reactants: CCCC[N+](CCCC)(CCCC)Cc1ccccc1, COCCc1ccc(O)cc1, [Cl-], ClC(Cl)Cl, OCC1CO1. Product: COCCc1ccc(OCC(O)CO)cc1. RXN SMILES: [CH2:18]([N+:19]([CH2:20][CH2:21][CH2:22][CH3:23])([CH2:24][CH2:25][CH2:26][CH3:27])[CH2:28][CH2:29][CH2:30][CH3:31])[c:32]1[cH:33][cH:34][cH:35][cH:36][cH:37]1.[CH3:1][O:2][CH2:3][CH2:4][c:5]1[cH:6][cH:7][c:8]([OH:11])[cH:9][cH:10]1.[Cl-:17].[Cl:38][CH:39]([Cl:40])[Cl:41].[O:12]1[CH:13]([CH2:14][OH:15])[CH2:16]1>>[CH3:1][O:2][CH2:3][CH2:4][c:5]1[cH:6][cH:7][c:8]([O:11][CH2:16][CH:13]([OH:12])[CH2:14][OH:15])[cH:9][cH:10]1.